Dataset: the Open Reaction Database (ORD), a public repository of structured organic reaction records. Task: describe an organic reaction: reactants, conditions, products, and yield Reactants: [C-]#N.[K+] (potassium cyanide), FC(C(CCC1=CC=CC=C1)=O)(F)F (1,1,1-trifluoro-4-phenyl-butan-2-one), CC(C)C[AlH]CC(C)C (DIBAL), C([O-])(O)=O.[Na+] (sodium bicarbonate), S(O)(O)(=O)=O (sulfuric acid). The solvent is O (water), C1CCOC1 (THF), O (water), C1(=CC=CC=C1)C (toluene). Conditions: temperature 0 celsius, time 16 hour. Yields the product OC(C=O)(CCC1=CC=CC=C1)C(F)(F)F (2-hydroxy-4-phenyl-2-(trifluoromethyl)-butanal). RXN SMILES: [C-]#N.[K+].[F:4][C:5]([F:17])([F:16])[C:6](=[O:15])[CH2:7][CH2:8][C:9]1[CH:14]=[CH:13][CH:12]=[CH:11][CH:10]=1.S(=O)(=O)(O)O.[C:23](=O)(O)[O-:24].[Na+].CC(C[AlH]CC(C)C)C>O.C1COCC1.C1(C)C=CC=CC=1>[OH:15][C:6]([C:5]([F:16])([F:17])[F:4])([CH2:7][CH2:8][C:9]1[CH:10]=[CH:11][CH:12]=[CH:13][CH:14]=1)[CH:23]=[O:24] |f:0.1,4.5|. Procedure: 200 mg (3.1 mmol) of potassium cyanide in 2 ml of water is added to 0.55 g (2.7 mmol) of 1,1,1-trifluoro-4-phenyl-butan-2-one (D. Yang; M.-K. Wong; Z. Yan J. Org. Chem. (2000); 65; 4179-4184) in 4 ml of THF and 2 ml of water. It is cooled to 0° C., and 1 ml of a 25% sulfuric acid is added, allowed to heat to room temperature and stirred for 16 hours. Saturated sodium bicarbonate solution is added and extracted with ethyl acetate. After washing with saturated sodium chloride solution and drying o... Starting materials: [K+].C1(C=2C(C(N1CS(=O)(=O)[O-])=O)=CC=CC2)=O (phthalimidomethanesulfonic acid potassium salt), P(Cl)(Cl)(Cl)(Cl)Cl (phosphorus pentachloride), P(Cl)(Cl)(Cl)(Cl)Cl (phosphorus pentachloride). Run in C1=CC=CC=C1 (benzene). Conditions: time 1.5 hour. Product: C1(C=2C(C(N1CS(=O)(=O)Cl)=O)=CC=CC2)=O (phthalimidomethanesulfonyl chloride). Reaction SMILES: [K+].[C:2]1(=[O:17])[N:6]([CH2:7][S:8]([O-])(=[O:10])=[O:9])[C:5](=[O:12])[C:4]2=[CH:13][CH:14]=[CH:15][CH:16]=[C:3]12.P(Cl)(Cl)(Cl)(Cl)[Cl:19]>C1C=CC=CC=1>[C:2]1(=[O:17])[N:6]([CH2:7][S:8]([Cl:19])(=[O:10])=[O:9])[C:5](=[O:12])[C:4]2=[CH:13][CH:14]=[CH:15][CH:16]=[C:3]12 |f:0.1|. Reported procedure: To 41.7 g. (0.15 mol.) of phthalimidomethanesulfonic acid potassium salt in 220 ml. of dry benzene is added 22.5 g. (0.132 mol.) of phosphorus pentachloride. The reaction mixture is refluxed on a steam bath for one hour, then an additional 22.5 g. of phosphorus pentachloride is added and heating is continued for 1.5 hours. The reaction mixture is evaporated to dryness, crushed ice is added to the residue and the slurry is filtered. The product is washed with water to give phthalimidomethanesulfo... The reactants are OC1=C(C=CC(=C1)OC)C(=O)C1=CC=CC=C1 ((2-hydroxy-4-methoxyphenyl)phenylmethanone), [BH4-].[Na+] (Sodium borohydride), [BH4-].[Na+] (sodium borohydride). Run in C1CCOC1 (THF), C(C)O (ethanol). Product: OC(C1=C(C=C(C=C1)OC)O)C1=CC=CC=C1 (2-(hydroxyphenylmethyl)-5-methoxyphenol). As a reaction SMILES: [BH4-].[Na+].[OH:3][C:4]1[CH:9]=[C:8]([O:10][CH3:11])[CH:7]=[CH:6][C:5]=1[C:12]([C:14]1[CH:19]=[CH:18][CH:17]=[CH:16][CH:15]=1)=[O:13]>C(O)C.C1COCC1>[OH:13][CH:12]([C:14]1[CH:15]=[CH:16][CH:17]=[CH:18][CH:19]=1)[C:5]1[CH:6]=[CH:7][C:8]([O:10][CH3:11])=[CH:9][C:4]=1[OH:3] |f:0.1|. Reported procedure: Sodium borohydride is dissolved in 75 ml of ethanol, and the starting material (2-hydroxy-4-methoxyphenyl)phenylmethanone, dissolved in 5 ml of THF, is added dropwise over the course of about 10 min. The reaction mixture is stirred at room temperature for 1 h until all the sodium borohydride has been consumed. The solvent is removed in vacuo. The residue is partitioned in methyl t-butyl ether (MTBE)/water, and the aqueous phase is extracted a further 3 times with 50 ml of MTBE. The combined orga... Starting materials: COC(=O)C1=C(O)c2sccc2S(=O)(=O)N1C, Nc1nccs1, Cc1ccccc1C. Product: CN1C(C(=O)Nc2nccs2)=C(O)c2sccc2S1(=O)=O. Reaction SMILES: [C:1]([O:3][CH3:2])(=[O:4])[C:5]1=[C:10]([OH:11])[c:9]2[c:8]([cH:14][cH:13][s:12]2)[S:7](=[O:15])(=[O:16])[N:6]1[CH3:17].[NH2:18][c:19]1[s:20][cH:21][cH:22][n:23]1.[c:24]1([CH3:25])[c:26]([CH3:27])[cH:28][cH:29][cH:30][cH:31]1>>[C:1](=[O:3])([C:5]1=[C:10]([OH:11])[c:9]2[c:8]([cH:14][cH:13][s:12]2)[S:7](=[O:15])(=[O:16])[N:6]1[CH3:17])[NH:18][c:19]1[s:20][cH:21][cH:22][n:23]1. Reactants: [Al+3], CCn1cnc2c(Nc3cccc(Cl)c3)nc(N3CCCC3C(N)=O)nc21, C1CCOC1, [H-], [H-], [H-], [H-], [Li+], O. Product: CCn1cnc2c(Nc3cccc(Cl)c3)nc(N3CCCC3CN)nc21. As a reaction SMILES: [Al+3:2].[C:12]([NH2:13])(=[O:14])[CH:15]1[N:16]([c:20]2[n:21][c:22]([NH:31][c:32]3[cH:33][c:34]([Cl:38])[cH:35][cH:36][cH:37]3)[c:23]3[n:24][cH:25][n:26]([CH2:29][CH3:30])[c:27]3[n:28]2)[CH2:17][CH2:18][CH2:19]1.[CH2:7]1[O:8][CH2:9][CH2:10][CH2:11]1.[H-:1].[H-:4].[H-:5].[H-:6].[Li+:3].[OH2:39]>>[CH2:12]([NH2:13])[CH:15]1[N:16]([c:20]2[n:21][c:22]([NH:31][c:32]3[cH:33][c:34]([Cl:38])[cH:35][cH:36][cH:37]3)[c:23]3[n:24][cH:25][n:26]([CH2:29][CH3:30])[c:27]3[n:28]2)[CH2:17][CH2:18][CH2:19]1. Starting materials: S(O)(O)(=O)=O (sulphuric acid), [N+](=O)(O)[O-] (nitric acid), C(CC)C1=NNC(=C1)C(=O)O (3-n-propyl-1H-pyrazole-5-carboxylic acid). Conditions: temperature 50 celsius. Product: [N+](=O)([O-])C=1C(=NNC1C(=O)O)CCC (4-Nitro-3-n-propyl-1H-pyrazole-5-carboxylic Acid). RXN SMILES: S(=O)(=O)(O)O.[N+:6]([O-:9])(O)=[O:7].[CH2:10]([C:13]1[CH:17]=[C:16]([C:18]([OH:20])=[O:19])[NH:15][N:14]=1)[CH2:11][CH3:12]>>[N+:6]([C:17]1[C:13]([CH2:10][CH2:11][CH3:12])=[N:14][NH:15][C:16]=1[C:18]([OH:20])=[O:19])([O-:9])=[O:7]. Reported procedure: Fuming sulphuric acid (17.8 ml) was added dropwise to stirred, ice-cooled fuming nitric acid (16.0 ml), the resulting solution heated to 50° C., then 3-n-propyl-1H-pyrazole-5-carboxylic acid (Chem. Pharm. Bull., 1984, 32, 1568; 16.4 g, 0.106 mol) added portionwise over 30 minutes whilst maintaining the reaction temperature below 60° C. The resulting solution was heated for 18 hours at 60° C., allowed to cool, then poured onto ice. The white precipitate was collected, washed with water and dried ... Starting materials: CCOC(=O)C(N)C(=O)OCC, CCO, COc1ccc(C(=N)c2ccc(Cl)cc2)c(O)c1, Cl, c1ccncc1. Reaction SMILES: [CH2:23]([CH3:24])[O:25][C:26]([CH:27]([C:28](=[O:29])[O:30][CH2:31][CH3:32])[NH2:33])=[O:34].[CH3:19][CH2:20][OH:21].[Cl:1][c:2]1[cH:3][cH:4][c:5]([C:8]([c:9]2[c:10]([OH:17])[cH:11][c:12]([O:15][CH3:16])[cH:13][cH:14]2)=[NH:18])[cH:6][cH:7]1.[ClH:22].[cH:35]1[cH:36][cH:37][n:38][cH:39][cH:40]1>>[Cl:1][c:2]1[cH:3][cH:4][c:5]([C:8]([c:9]2[c:10]([OH:17])[cH:11][c:12]([O:15][CH3:16])[cH:13][cH:14]2)=[N:18][CH:27]([C:26]([O:25][CH2:23][CH3:24])=[O:34])[C:28](=[O:29])[O:30][CH2:31][CH3:32])[cH:6][cH:7]1. The product is CCOC(=O)C(N=C(c1ccc(Cl)cc1)c1ccc(OC)cc1O)C(=O)OCC. Starting materials: N(=O)[O-].[Na+] (sodium nitrite), [N-]=[N+]=[N-].[Na+] (sodium azide), NC=1C=C2N=C(C(=NC2=CC1Cl)O)O (6-amino-7-chloro-2,3-dihydroxyquinoxaline). The solvent is O (water), O (water), F[B-](F)(F)F.[H+] (fluoroboric acid), O (water). Reaction conditions: temperature 0 celsius, time 15 minute. Product: N(=[N+]=[N-])C=1C=C2N=C(C(=NC2=CC1Cl)O)O (6-azido-7-chloro-2,3-dihydroxyquinoxaline). Isolated yield 757.6%. Reaction SMILES: [NH2:1][C:2]1[CH:3]=[C:4]2[C:9](=[CH:10][C:11]=1[Cl:12])[N:8]=[C:7]([OH:13])[C:6]([OH:14])=[N:5]2.N([O-])=O.[Na+].[N-:19]=[N+:20]=[N-].[Na+]>F[B-](F)(F)F.[H+].O>[N:1]([C:2]1[CH:3]=[C:4]2[C:9](=[CH:10][C:11]=1[Cl:12])[N:8]=[C:7]([OH:13])[C:6]([OH:14])=[N:5]2)=[N+:19]=[N-:20] |f:1.2,3.4,5.6|. Reported procedure: A solution of 2 g (g,6 mmol) 6-amino-7-chloro-2,3-dihydroxyquinoxaline in 40 ml 50% fluoroboric acid was added 100 ml water, filtered and then ice-cooled. A solution of 0,68 g (9,9 mmol) sodium nitrite in 20 ml water was added, and after stirring at 0° C. for 15 min. 0,68 g (1,0 mmol) sodium azide dissolved in 20 ml water was added. Stirring was continued at 25° C. for 2 h. The precipitate was filtered off and washed with water to give 1,8 g (80%) 6-azido-7-chloro-2,3-dihydroxyquinoxaline. IR (K... The reactants are COC(C(CC1=CC2=CC=CC=C2C=C1)N1C(C(N(CC1)S(=O)(=O)C1=C(C=CC=C1)[N+](=O)[O-])CC1CC1)=O)=O (2-[3-cyclopropylmethyl-4-(2-nitro-benzenesulfonyl)-2-oxo-piperazin-1-yl]-3-naphthalen-2-yl-propionic acid methyl ester), SC1=CC=C(C=C1)O (4-mercaptophenol), C([O-])([O-])=O.[K+].[K+] (potassium carbonate). Solvent: CC#N (CH3CN). Conditions: time 15 hour. Product: COC(C(CC1=CC2=CC=CC=C2C=C1)N1C(C(NCC1)CC1CC1)=O)=O (2-(3-cyclopropylmethyl-2-oxo-piperazin-1-yl)-3-naphthalen-2-yl-propionic acid methyl ester). The yield is 89.0%. Reaction SMILES: [CH3:1][O:2][C:3](=[O:39])[CH:4]([N:16]1[CH2:21][CH2:20][N:19](S(C2C=CC=CC=2[N+]([O-])=O)(=O)=O)[CH:18]([CH2:34][CH:35]2[CH2:37][CH2:36]2)[C:17]1=[O:38])[CH2:5][C:6]1[CH:15]=[CH:14][C:13]2[C:8](=[CH:9][CH:10]=[CH:11][CH:12]=2)[CH:7]=1.SC1C=CC(O)=CC=1.C(=O)([O-])[O-].[K+].[K+]>CC#N>[CH3:1][O:2][C:3](=[O:39])[CH:4]([N:16]1[CH2:21][CH2:20][NH:19][CH:18]([CH2:34][CH:35]2[CH2:37][CH2:36]2)[C:17]1=[O:38])[CH2:5][C:6]1[CH:15]=[CH:14][C:13]2[C:8](=[CH:9][CH:10]=[CH:11][CH:12]=2)[CH:7]=1 |f:2.3.4|. Procedure details: To a solution of 2-[3-cyclopropylmethyl-4-(2-nitro-benzenesulfonyl)-2-oxo-piperazin-1-yl]-3-naphthalen-2-yl-propionic acid methyl ester, 13, (3.56 g, 6.46 mmol) and 4-mercaptophenol (4.07 g, 32.3 mmol) in CH3CN (50 mL) is added potassium carbonate (8.91 g, 64.6 mmol). The reaction mixture is stirred for 15 hours, quenched with 10% NaHCO3 solution and extracted several times with EtOAc. The combined extracts are dried over Na2SO4 and concentrated in vacuo to yielding a bright yellow oil which is ...